From a dataset of the Open Reaction Database (ORD), a public repository of structured organic reaction records. describe an organic reaction: reactants, conditions, products, and yield Reactants: NC(=O)c1cc(OCCBr)ccc1O, C=CCOc1ccccc1OCC(O)CN, CC(C)O. Yields the product C=CCOc1ccccc1OCC(O)CNCCOc1ccc(O)c(C(N)=O)c1. RXN SMILES: [Br:1][CH2:2][CH2:3][O:4][c:5]1[cH:6][cH:7][c:8]([OH:14])[c:9]([C:10](=[O:11])[NH2:12])[cH:13]1.[CH2:15]([CH:16]=[CH2:17])[O:18][c:19]1[c:20]([O:21][CH2:22][CH:23]([CH2:24][NH2:25])[OH:26])[cH:27][cH:28][cH:29][cH:30]1.[CH:31]([OH:32])([CH3:33])[CH3:34]>>[CH2:2]([CH2:3][O:4][c:5]1[cH:6][cH:7][c:8]([OH:14])[c:9]([C:10](=[O:11])[NH2:12])[cH:13]1)[NH:25][CH2:24][CH:23]([CH2:22][O:21][c:20]1[c:19]([O:18][CH2:15][CH:16]=[CH2:17])[cH:30][cH:29][cH:28][cH:27]1)[OH:26]. Reactants: BrCc1ccccc1, O=C([O-])[O-], [K+], [K+], CN(C)C=O, O, O=CNc1cc([N+](=O)[O-])ccc1O. Yields the product O=CNc1cc([N+](=O)[O-])ccc1OCc1ccccc1. Reaction SMILES: [Br:20][CH2:21][c:22]1[cH:23][cH:24][cH:25][cH:26][cH:27]1.[C:14](=[O:15])([O-:16])[O-:17].[K+:18].[K+:19].[O:28]=[CH:29][N:30]([CH3:31])[CH3:32].[OH2:33].[OH:1][c:2]1[c:3]([NH:11][CH:12]=[O:13])[cH:4][c:5]([N+:8](=[O:9])[O-:10])[cH:6][cH:7]1>>[O:1]([c:2]1[c:3]([NH:11][CH:12]=[O:13])[cH:4][c:5]([N+:8](=[O:9])[O-:10])[cH:6][cH:7]1)[CH2:21][c:22]1[cH:23][cH:24][cH:25][cH:26][cH:27]1. The reactants are CO, CC(Cc1cccc(C(C)C(=O)O)c1)NC(C)c1ccccc1, Cl, Cl, [Li+], [OH-]. The product is CC(Cc1cccc(CC(=O)O)c1)NC(C)c1ccccc1. RXN SMILES: [CH3:28][OH:29].[CH3:4][CH:5]([C:6](=[O:7])[OH:8])[c:9]1[cH:10][c:11]([CH2:15][CH:16]([CH3:17])[NH:18][CH:19]([CH3:20])[c:21]2[cH:22][cH:23][cH:24][cH:25][cH:26]2)[cH:12][cH:13][cH:14]1.[ClH:27].[ClH:3].[Li+:1].[OH-:2]>>[CH2:5]([C:6](=[O:7])[OH:8])[c:9]1[cH:10][c:11]([CH2:15][CH:16]([CH3:17])[NH:18][CH:19]([CH3:20])[c:21]2[cH:22][cH:23][cH:24][cH:25][cH:26]2)[cH:12][cH:13][cH:14]1. Reported procedure: A solution of 2 g of cyclo(Arg(Pbf)-Gly-Asp(OBzl)-DPhe-NMeVal) in 26 ml of THF is mixed with 0.5 g of Pd/C (10%). Hydrogen is passed through for 2 hours, the mixture is freed of the catalyst and the solvent is removed in vacuo. The product crystallizes after addition of 32 ml of acetone, and is filtered off and dried. Cyclo(Arg(Pbf)-Gly-Asp-DPhe-NMeVal) is obtained in a yield of 83%. Reagents/catalysts: [Pd] (Pd/C). The yield is 83.0%. The product is N1[C@@H](CCCNC(NS(=O)(=O)C2=C(C)C(C)=C3OC(C)(C)CC3=C2C)=N)C(=O)NCC(=O)N[C@@H](CC(O)=O)C(=O)N[C@H](CC2=CC=CC=C2)C(=O)N([C@@H](C(C)C)C1=O)C (Cyclo(Arg(Pbf)-Gly-Asp-DPhe-NMeVal)). Run in C1CCOC1 (THF). RXN SMILES: [NH:1]1[C:64](=[O:65])[C@H:60]([CH:61]([CH3:63])[CH3:62])[N:59]([CH3:66])[C:57](=[O:58])[C@@H:49]([CH2:50][C:51]2[CH:56]=[CH:55][CH:54]=[CH:53][CH:52]=2)[NH:48][C:46](=[O:47])[C@H:34]([CH2:35][C:36](=[O:45])[O:37]CC2C=CC=CC=2)[NH:33][C:31](=[O:32])[CH2:30][NH:29][C:27](=[O:28])[C@@H:2]1[CH2:3][CH2:4][CH2:5][NH:6][C:7](=[NH:26])[NH:8][S:9]([C:12]1[C:24]([CH3:25])=[C:23]2[C:17]([O:18][C:19]([CH2:22]2)([CH3:21])[CH3:20])=[C:15]([CH3:16])[C:13]=1[CH3:14])(=[O:11])=[O:10].[H][H]>C1COCC1.[Pd]>[NH:1]1[C:64](=[O:65])[C@H:60]([CH:61]([CH3:63])[CH3:62])[N:59]([CH3:66])[C:57](=[O:58])[C@@H:49]([CH2:50][C:51]2[CH:52]=[CH:53][CH:54]=[CH:55][CH:56]=2)[NH:48][C:46](=[O:47])[C@H:34]([CH2:35][C:36](=[O:37])[OH:45])[NH:33][C:31](=[O:32])[CH2:30][NH:29][C:27](=[O:28])[C@@H:2]1[CH2:3][CH2:4][CH2:5][NH:6][C:7](=[NH:26])[NH:8][S:9]([C:12]1[C:24]([CH3:25])=[C:23]2[C:17]([O:18][C:19]([CH2:22]2)([CH3:20])[CH3:21])=[C:15]([CH3:16])[C:13]=1[CH3:14])(=[O:10])=[O:11]. The reactants are N1[C@@H](CCCNC(NS(=O)(=O)C2=C(C)C(C)=C3OC(C)(C)CC3=C2C)=N)C(=O)NCC(=O)N[C@@H](CC(OCC2=CC=CC=C2)=O)C(=O)N[C@H](CC2=CC=CC=C2)C(=O)N([C@@H](C(C)C)C1=O)C (cyclo(Arg(Pbf)-Gly-Asp(OBzl)-DPhe-NMeVal)), [H][H] (Hydrogen). Reactants: FC1=C(C#N)C=CC=C1 (2-fluorobenzonitrile), C(O)CN (ethanolamine). The product is OCCNC1=C(C#N)C=CC=C1 (2-(2-Hydroxyethylamino)benzonitrile). RXN SMILES: F[C:2]1[CH:9]=[CH:8][CH:7]=[CH:6][C:3]=1[C:4]#[N:5].[CH2:10]([CH2:12][NH2:13])[OH:11]>>[OH:11][CH2:10][CH2:12][NH:13][C:2]1[CH:9]=[CH:8][CH:7]=[CH:6][C:3]=1[C:4]#[N:5]. Procedure: According to a similar manner to that in Reference Example 3, the title compound was synthesized from 2-fluorobenzonitrile and ethanolamine. The reactants are C1(CC1)CN1C(N(C(C=C1NN)=O)C)=O (1-(cyclopropylmethyl)-6-hydrazino-3-methylpyrimidine-2,4(1H,3H)-dione), FC(C=1C=C2C(=CNC2=CC1)C=O)(F)F (5-(trifluoromethyl)-1H-indole-3-carbaldehyde), CN1C(=CC=C1)C=O (1-methyl-1H-pyrrole-2-carbaldehyde). The product is C1(CC1)CN1C(N(C(C=2C1=NN(C2C=2N(C=CC2)C)CC2=CNC1=CC=C(C=C21)C(F)(F)F)=O)C)=O (7-(cyclopropylmethyl)-5-methyl-3-(1-methyl-1H-pyrrol-2-yl)-2-{[5-(trifluoromethyl)-1H-indol-3-yl]methyl}-2H-pyrazolo[3,4-d]pyrimidine-4,6(5H,7H)-dione). RXN SMILES: [CH:1]1([CH2:4][N:5]2[C:10]([NH:11][NH2:12])=[CH:9][C:8](=[O:13])[N:7]([CH3:14])[C:6]2=[O:15])[CH2:3][CH2:2]1.[F:16][C:17]([F:30])([F:29])[C:18]1[CH:19]=[C:20]2[C:24](=[CH:25][CH:26]=1)[NH:23][CH:22]=[C:21]2[CH:27]=O.[CH3:31][N:32]1[CH:36]=[CH:35][CH:34]=[C:33]1[CH:37]=O>>[CH:1]1([CH2:4][N:5]2[C:10]3=[N:11][N:12]([CH2:27][C:21]4[C:20]5[C:24](=[CH:25][CH:26]=[C:18]([C:17]([F:30])([F:29])[F:16])[CH:19]=5)[NH:23][CH:22]=4)[C:37]([C:33]4[N:32]([CH3:31])[CH:36]=[CH:35][CH:34]=4)=[C:9]3[C:8](=[O:13])[N:7]([CH3:14])[C:6]2=[O:15])[CH2:2][CH2:3]1. Procedure: This compound was made following the procedure described above, starting with 1-(cyclopropylmethyl)-6-hydrazino-3-methylpyrimidine-2,4(1H,3H)-dione, and condensing first with 5-(trifluoromethyl)-1H-indole-3-carbaldehyde, followed by 1-methyl-1H-pyrrole-2-carbaldehyde. 497.2 (M+H). Starting materials: C(C1=CC=CC=C1)OC1=C(C=C(C=C1)C1=CC=CC=C1)C1=CC=NN1C (5-[4-(benzyloxy)biphenyl-3-yl]-1-methyl-1H-pyrazole). The reagents and catalysts are [Pd] (palladium on carbon). The solvent is CO (methanol). Reaction conditions: time 16 hour. The product is CN1N=CC=C1C=1C=C(C=CC1O)C1=CC=CC=C1 (3-(1-Methyl-1H-pyrazol-5-yl)biphenyl-4-ol). Isolated yield 77.2%. As a reaction SMILES: C([O:8][C:9]1[CH:14]=[CH:13][C:12]([C:15]2[CH:20]=[CH:19][CH:18]=[CH:17][CH:16]=2)=[CH:11][C:10]=1[C:21]1[N:25]([CH3:26])[N:24]=[CH:23][CH:22]=1)C1C=CC=CC=1>CO.[Pd]>[CH3:26][N:25]1[C:21]([C:10]2[CH:11]=[C:12]([C:15]3[CH:16]=[CH:17][CH:18]=[CH:19][CH:20]=3)[CH:13]=[CH:14][C:9]=2[OH:8])=[CH:22][CH:23]=[N:24]1. Procedure: To a stirred solution of 5-[4-(benzyloxy)biphenyl-3-yl]-1-methyl-1H-pyrazole (Preparation 27, 3.0 g, 8.8 mmol) in methanol (26 mL) was added palladium on carbon (300 mg). The mixture was stirred under hydrogen gas for 16 hours. The reaction mixture was filtered through Celite™, and washed with tetrahydrofuran. The resulting filtrate was concentrated in vacuo. The residue was dissolved in ethyl acetate (26 mL) and degassed with argon prior to addition of palladium on carbon (300 mg). The reaction... Solvent: O (water). The product is C(=O)C1=C(C(=O)OC)C=C(C(=C1C)C)CC=1C=NC(=CC1)C (methyl 2-formyl-3,4-dimethyl-5-((6-methylpyridin-3-yl)methyl)benzoate). The reactants are CC=1C(=C(C(=O)OC)C=C(C1C)CC=1C=NC(=CC1)C)C=C (methyl 3,4-dimethyl-5-((6-methylpyridin-3-yl)methyl)-2-vinylbenzoate), CC(=O)C (acetone), C(C)#N (acetonitrile), I(=O)(=O)(=O)[O-].[Na+] (sodium periodate). Reagents/catalysts: [Os]=O (osmium oxide), [Os]=O (osmium oxide). Reaction conditions: time 8 hour. Reported procedure: To a solution of methyl 3,4-dimethyl-5-((6-methylpyridin-3-yl)methyl)-2-vinylbenzoate (0.44 g) in a mixed solvent of acetone (5.40 mL)-acetonitrile (5.40 mL)-water (5.40 mL) were added osmium oxide (fixed catalyst I) (0.19 g) and sodium periodate (1.59 g), and the mixture was stirred overnight at room temperature. The reaction mixture was filtered, and the filtrate was extracted with ethyl acetate. The organic layer was washed with water and saturated brine, and dried over anhydrous magnesium su... RXN SMILES: [CH3:1][C:2]1[C:3]([CH:21]=C)=[C:4]([CH:9]=[C:10]([CH2:13][C:14]2[CH:15]=[N:16][C:17]([CH3:20])=[CH:18][CH:19]=2)[C:11]=1[CH3:12])[C:5]([O:7][CH3:8])=[O:6].CC(C)=[O:25].C(#N)C.I([O-])(=O)(=O)=O.[Na+]>[Os]=O.O>[CH:21]([C:3]1[C:2]([CH3:1])=[C:11]([CH3:12])[C:10]([CH2:13][C:14]2[CH:15]=[N:16][C:17]([CH3:20])=[CH:18][CH:19]=2)=[CH:9][C:4]=1[C:5]([O:7][CH3:8])=[O:6])=[O:25] |f:3.4|. Reactants: CC(=O)O, C1CCOC1, CO, Cc1c(Oc2ccc(Br)cc2F)ncnc1OC1CCN(C(=O)OC(C)C)CC1, [Cu]I, [Na+], C1COCCO1, [OH-], C#C[Si](C)(C)C. The product is C#Cc1ccc(Oc2ncnc(OC3CCN(C(=O)OC(C)C)CC3)c2C)c(F)c1. RXN SMILES: [C:38]([OH:39])(=[O:40])[CH3:41].[CH2:48]1[O:49][CH2:50][CH2:51][CH2:52]1.[CH3:53][OH:54].[CH:1]([CH3:2])([CH3:3])[O:4][C:5](=[O:6])[N:7]1[CH2:8][CH2:9][CH:10]([O:13][c:14]2[n:15][cH:16][n:17][c:18]([O:21][c:22]3[c:23]([F:29])[cH:24][c:25]([Br:28])[cH:26][cH:27]3)[c:19]2[CH3:20])[CH2:11][CH2:12]1.[Cu:55][I:56].[Na+:37].[O:42]1[CH2:43][CH2:44][O:45][CH2:46][CH2:47]1.[OH-:36].[Si:30]([CH3:31])([CH3:32])([CH3:33])[C:34]#[CH:35]>>[CH:1]([CH3:2])([CH3:3])[O:4][C:5](=[O:6])[N:7]1[CH2:8][CH2:9][CH:10]([O:13][c:14]2[n:15][cH:16][n:17][c:18]([O:21][c:22]3[c:23]([F:29])[cH:24][c:25]([C:34]#[CH:35])[cH:26][cH:27]3)[c:19]2[CH3:20])[CH2:11][CH2:12]1. Starting materials: CCCCO, Clc1nc(Cl)c2[nH]cnc2n1, CCOC(=O)c1cccc(N)c1. The product is CCOC(=O)c1cccc(Nc2nc(Cl)nc3[nH]cnc23)c1. As a reaction SMILES: [CH2:24]([OH:25])[CH2:26][CH2:27][CH3:28].[Cl:1][c:2]1[n:3][c:4]([Cl:11])[c:5]2[nH:6][cH:7][n:8][c:9]2[n:10]1.[NH2:12][c:13]1[cH:14][c:15]([C:16](=[O:17])[O:18][CH2:19][CH3:20])[cH:21][cH:22][cH:23]1>>[Cl:1][c:2]1[n:3][c:4]([NH:12][c:13]2[cH:14][c:15]([C:16](=[O:17])[O:18][CH2:19][CH3:20])[cH:21][cH:22][cH:23]2)[c:5]2[n:6][cH:7][nH:8][c:9]2[n:10]1.